Task: describe an organic reaction: reactants, conditions, products, and yield. Dataset: the Open Reaction Database (ORD), a public repository of structured organic reaction records Starting materials: CCCCCCCCCCCCCCCCNc1ccc(CCC(=O)Cl)cc1, ClCCl, CCOCCO, CN(C)c1ccncc1, Cl. The product is CCCCCCCCCCCCCCCCNc1ccc(CCC(=O)OCCOCC)cc1. Reaction SMILES: [CH2:2]([CH2:3][CH2:4][CH2:5][CH2:6][CH2:7][CH2:8][CH2:9][CH2:10][CH2:11][CH2:12][CH2:13][CH2:14][CH2:15][CH2:16][CH3:17])[NH:18][c:19]1[cH:20][cH:21][c:22]([CH2:23][CH2:24][C:25](=[O:26])[Cl:27])[cH:28][cH:29]1.[CH2:45]([Cl:46])[Cl:47].[CH3:30][CH2:31][O:32][CH2:33][CH2:34][OH:35].[CH3:36][N:37]([CH3:38])[c:39]1[cH:40][cH:41][n:42][cH:43][cH:44]1.[ClH:1]>>[CH2:2]([CH2:3][CH2:4][CH2:5][CH2:6][CH2:7][CH2:8][CH2:9][CH2:10][CH2:11][CH2:12][CH2:13][CH2:14][CH2:15][CH2:16][CH3:17])[NH:18][c:19]1[cH:20][cH:21][c:22]([CH2:23][CH2:24][C:25](=[O:26])[O:35][CH2:34][CH2:33][O:32][CH2:31][CH3:30])[cH:28][cH:29]1. Reactants: CCC(O)(C(=O)O)c1cc(F)cc(OCc2ccccc2)c1, CCOCC, C=[N+]=[N-]. The product is CCC(O)(C(=O)OC)c1cc(F)cc(OCc2ccccc2)c1. RXN SMILES: [CH2:4]([c:5]1[cH:6][cH:7][cH:8][cH:9][cH:10]1)[O:11][c:12]1[cH:13][c:14]([C:19]([C:20](=[O:21])[OH:22])([CH2:23][CH3:24])[OH:25])[cH:15][c:16]([F:18])[cH:17]1.[CH3:26][CH2:27][O:28][CH2:29][CH3:30].[N+:1](=[N-:2])=[CH2:3]>>[CH3:3][O:22][C:20]([C:19]([c:14]1[cH:13][c:12]([O:11][CH2:4][c:5]2[cH:6][cH:7][cH:8][cH:9][cH:10]2)[cH:17][c:16]([F:18])[cH:15]1)([CH2:23][CH3:24])[OH:25])=[O:21]. Starting materials: N1=C(C=CC=C1)C=1OCC(N(N1)C1=C(C=CC=C1)I)=O (2-(2-Pyridyl)-4-(2-iodophenyl)-4H-1,3,4-oxadiazine-5(6H)-one), CN1C(CCC1)=O (N-methyl pyrrolidone). Reagents/catalysts: [C-]#N.[Zn+2].[C-]#N (Zinc cyanide), [Cu](I)I (copper iodide), [Pd].C1(=CC=CC=C1)P(C1=CC=CC=C1)C1=CC=CC=C1.C1(=CC=CC=C1)P(C1=CC=CC=C1)C1=CC=CC=C1.C1(=CC=CC=C1)P(C1=CC=CC=C1)C1=CC=CC=C1.C1(=CC=CC=C1)P(C1=CC=CC=C1)C1=CC=CC=C1 (tetrakis(triphenyl phosphine) palladium). Solvent: C([O-])(O)=O.[Na+] (sodium bicarbonate). Run at time 1 hour. Product: N1=C(C=CC=C1)C=1OCC(N(N1)C1=C(C=CC=C1)C#N)=O (2-(2-Pyridyl)-4-(2-cyanophenyl)-4H-1,3,4-oxadiazine-5(6H)-one). Isolated yield 54.0%. RXN SMILES: [N:1]1[CH:6]=[CH:5][CH:4]=[CH:3][C:2]=1[C:7]1[O:8][CH2:9][C:10](=[O:20])[N:11]([C:13]2[CH:18]=[CH:17][CH:16]=[CH:15][C:14]=2I)[N:12]=1.[CH3:21][N:22]1CCCC1=O>C(=O)(O)[O-].[Na+].[C-]#N.[Zn+2].[C-]#N.[Cu](I)I.[Pd].C1(P(C2C=CC=CC=2)C2C=CC=CC=2)C=CC=CC=1.C1(P(C2C=CC=CC=2)C2C=CC=CC=2)C=CC=CC=1.C1(P(C2C=CC=CC=2)C2C=CC=CC=2)C=CC=CC=1.C1(P(C2C=CC=CC=2)C2C=CC=CC=2)C=CC=CC=1>[N:1]1[CH:6]=[CH:5][CH:4]=[CH:3][C:2]=1[C:7]1[O:8][CH2:9][C:10](=[O:20])[N:11]([C:13]2[CH:18]=[CH:17][CH:16]=[CH:15][C:14]=2[C:21]#[N:22])[N:12]=1 |f:2.3,4.5.6,8.9.10.11.12|. Procedure: 2-(2-Pyridyl)-4-(2-iodophenyl)-4H-1,3,4-oxadiazine-5(6H)-one (100 mg) obtained in Example 105 was dissolved in N-methyl pyrrolidone (2 ml). Zinc cyanide (80 mg), copper iodide (5 mg) and tetrakis(triphenyl phosphine) palladium (10 mg) were added thereto, followed by stirring for 1 hour. The reaction solution was diluted with an aqueous saturated sodium bicarbonate solution and extracted with ethyl acetate. The organic layer was washed with water and dried over anhydrous magnesium sulfate. After ... Reactants: [OH-].[Na+] (NaOH), FC1=C(C(=CC(=C1)SC)F)C1=C(C=CC(=N1)C(=O)OC)F (Methyl 6-[2,6-difluoro-4-(methylthio)phenyl]-5-fluoropyridine-2-carboxylate), Cl (HCl). The solvent is CO (MeOH), C1CCOC1 (THF). Conditions: time 50 minute. Yields the product FC1=C(C(=CC(=C1)SC)F)C1=C(C=CC(=N1)C(=O)O)F (6-[2,6-Difluoro-4-(methylthio)phenyl]-5-fluoropyridine-2-carboxylic acid). Isolated yield 55.0%. RXN SMILES: [F:1][C:2]1[CH:7]=[C:6]([S:8][CH3:9])[CH:5]=[C:4]([F:10])[C:3]=1[C:11]1[N:16]=[C:15]([C:17]([O:19]C)=[O:18])[CH:14]=[CH:13][C:12]=1[F:21].[OH-].[Na+].Cl>C1COCC1.CO>[F:1][C:2]1[CH:7]=[C:6]([S:8][CH3:9])[CH:5]=[C:4]([F:10])[C:3]=1[C:11]1[N:16]=[C:15]([C:17]([OH:19])=[O:18])[CH:14]=[CH:13][C:12]=1[F:21] |f:1.2|. Reported procedure: Methyl 6-[2,6-difluoro-4-(methylthio)phenyl]-5-fluoropyridine-2-carboxylate (80.0 mg, 0.255 mmol) was dissolved in THF (0.3 mL) and MeOH (0.3 mL), then 1.0 M aq. NaOH (1.28 mL, 1.28 mmol) was added. The reaction mixture was stirred at room temperature for 50 min., then neutralized with HCl (12 M) to pH=7 and concentrated under reduced pressure to remove all the solvents. The residue was dissolved in THF, dried, filtered and concentrated under vacuum to give the sub-title compound as a white powd... The reactants are Br, O=C([O-])O, [Na+], COc1cccc2cc(C)c(-c3ccccc3)nc12. Product: Cc1cc2cccc(O)c2nc1-c1ccccc1. RXN SMILES: [BrH:20].[C:21](=[O:22])([OH:23])[O-:24].[Na+:25].[c:1]1(-[c:7]2[n:8][c:9]3[c:10]([O:18][CH3:19])[cH:11][cH:12][cH:13][c:14]3[cH:15][c:16]2[CH3:17])[cH:2][cH:3][cH:4][cH:5][cH:6]1>>[c:1]1(-[c:7]2[n:8][c:9]3[c:10]([OH:18])[cH:11][cH:12][cH:13][c:14]3[cH:15][c:16]2[CH3:17])[cH:2][cH:3][cH:4][cH:5][cH:6]1. Reactants: [BH4-], CO, CCCC=Nn1c(=O)c(C2=NS(=O)(=O)c3ccccc3N2)c(O)c2ccccc21, Cl, [Li+], C1CCOC1, O. The product is CCCCNn1c(=O)c(C2=NS(=O)(=O)c3ccccc3N2)c(O)c2ccccc21. RXN SMILES: [BH4-:32].[CH3:30][OH:31].[CH:1]([CH2:2][CH2:3][CH3:4])=[N:5][n:6]1[c:7](=[O:29])[c:8]([C:17]2=[N:18][S:19](=[O:27])(=[O:28])[c:20]3[c:21]([cH:23][cH:24][cH:25][cH:26]3)[NH:22]2)[c:9]([OH:16])[c:10]2[cH:11][cH:12][cH:13][cH:14][c:15]12.[ClH:34].[Li+:33].[O:35]1[CH2:36][CH2:37][CH2:38][CH2:39]1.[OH2:40]>>[CH2:1]([CH2:2][CH2:3][CH3:4])[NH:5][n:6]1[c:7](=[O:29])[c:8]([C:17]2=[N:18][S:19](=[O:27])(=[O:28])[c:20]3[c:21]([cH:23][cH:24][cH:25][cH:26]3)[NH:22]2)[c:9]([OH:16])[c:10]2[cH:11][cH:12][cH:13][cH:14][c:15]12.